This data is from the Open Reaction Database (ORD), a public repository of structured organic reaction records. The task is: describe an organic reaction: reactants, conditions, products, and yield The reactants are NCCO (2-Amino-ethanol), ClC1=NC(=CC=C1)Cl (2,6-dichloropyridine). The solvent is N1=CC=CC=C1 (pyridine), C(C)(=O)OCC (ethyl acetate). Conditions: temperature 100 celsius. Product: ClC1=CC=CC(=N1)NCCO (2-(6-chloro-pyridin-2-ylamino)-ethanol). Isolated yield 98.7%. RXN SMILES: [NH2:1][CH2:2][CH2:3][OH:4].[Cl:5][C:6]1[CH:11]=[CH:10][CH:9]=[C:8](Cl)[N:7]=1>N1C=CC=CC=1.C(OCC)(=O)C>[Cl:5][C:6]1[N:7]=[C:8]([NH:1][CH2:2][CH2:3][OH:4])[CH:9]=[CH:10][CH:11]=1. Reported procedure: 2-Amino-ethanol (0.82 g, 13.5 mmol) was added to a solution of 2,6-dichloropyridine (2.0 g, 13.5 mmol) in pyridine (10 mL) at room temperature and then heated at 100° C. overnight. The reaction mixture was concentrated in vacuo to obtain a residue which was dissolved in ethyl acetate. The solution was washed with water, brine, dried over anhydrous sodium sulfate and evaporated in vacuo to afford 2-(6-chloro-pyridin-2-ylamino)-ethanol (2.3 g, 99%) as a white solid. The solvent is C(C)(C)O (isopropanol). Yield: 66.7%. Yields the product CN1N=C(C(=C1O)C(C1=C(C=C(C=C1)Cl)Cl)=O)C (1,3-Dimethyl-4-(2,4-dichlorobenzoyl)-5-hydroxypyrazole). Reaction SMILES: [CH3:1][N:2]1[C:6](=[O:7])[CH:5]=[C:4]([CH3:8])[NH:3]1.[OH-].[Ca+2].[OH-].[Cl:12][C:13]1[CH:21]=[C:20]([Cl:22])[CH:19]=[CH:18][C:14]=1[C:15](Cl)=[O:16]>C(O)(C)C>[CH3:1][N:2]1[C:6]([OH:7])=[C:5]([C:15](=[O:16])[C:14]2[CH:18]=[CH:19][C:20]([Cl:22])=[CH:21][C:13]=2[Cl:12])[C:4]([CH3:8])=[N:3]1 |f:1.2.3|. Procedure: In 65 ml. of isopropanol are suspended 4.48 g. of 1,3-dimethyl-5-pyrazolone and 3 g. of calcium hydroxide and the resulting suspension is heated under reflux for 30 minutes with stirring. After cooling, 8.4 g. of 2,4-dichlorobenzoyl chloride is added dropwise thereto. After completion of the dropwise addition, the mixture is heated under reflux for 2 hours. The solvent is distilled off from the reaction mixture and 15 ml. of water is added to the residue. The mixture is made acidic with 23 ml. o... The reactants are CN1NC(=CC1=O)C (1,3-dimethyl-5-pyrazolone), [OH-].[Ca+2].[OH-] (calcium hydroxide), ClC1=C(C(=O)Cl)C=CC(=C1)Cl (2,4-dichlorobenzoyl chloride). The reactants are CC(CC(C)=O)=O (2,4-pentanedione), [H-].[Na+] (sodium hydride), Cl.ClC1=CC=C(C=C1)C#CCCCCCCCCCCCNC1=CC=C(C(=O)Cl)C=C1 (4-[13-(4-chlorophenyl)tridec-12-ynylamino]benzoyl chloride hydrochloride). Solvent: COCCOC (1,2-dimethoxyethane), COCCOC (1,2-dimethoxyethane), COCCOC (1,2-dimethoxyethane). Run at time 12 hour. Yields the product ClC1=CC=C(C=C1)C#CCCCCCCCCCCCNC1=CC=C(C(=O)C(C(C)=O)C(C)=O)C=C1 (3-{4'-[13-(4-chlorophenyl)tridec-12-ynylamino]benzoyl} 2,4-pentanedione). RXN SMILES: [CH3:1][C:2](=[O:7])[CH2:3][C:4](=[O:6])[CH3:5].[H-].[Na+].Cl.[Cl:11][C:12]1[CH:17]=[CH:16][C:15]([C:18]#[C:19][CH2:20][CH2:21][CH2:22][CH2:23][CH2:24][CH2:25][CH2:26][CH2:27][CH2:28][CH2:29][CH2:30][NH:31][C:32]2[CH:40]=[CH:39][C:35]([C:36](Cl)=[O:37])=[CH:34][CH:33]=2)=[CH:14][CH:13]=1>COCCOC>[Cl:11][C:12]1[CH:17]=[CH:16][C:15]([C:18]#[C:19][CH2:20][CH2:21][CH2:22][CH2:23][CH2:24][CH2:25][CH2:26][CH2:27][CH2:28][CH2:29][CH2:30][NH:31][C:32]2[CH:40]=[CH:39][C:35]([C:36]([CH:3]([C:2](=[O:7])[CH3:1])[C:4](=[O:6])[CH3:5])=[O:37])=[CH:34][CH:33]=2)=[CH:14][CH:13]=1 |f:1.2,3.4|. Reported procedure: A solution of 28.4 g. of 2,4-pentanedione and 20 ml. of 1,2-dimethoxyethane is added to a suspension of 13.6 g. of sodium hydride in 220 ml. of 1,2-dimethoxyethane under argon. A solution of 28.7 g. of 4-[13-(4-chlorophenyl)tridec-12-ynylamino]benzoyl chloride hydrochloride in 1,2-dimethoxyethane is then added. The reaction mixture is stirred at room temperature for 12 hours, cooled, poured on ice and extracted with ether. The ether solution is washed with water and saturated sodium chloride sol... The solvent is CCO (EtOH). Reactants: FC=1N(C=C(N1)C=O)C(C1=CC=CC=C1)(C1=CC=CC=C1)C1=CC=CC=C1 (2-Fluoro-4-formyl-1-triphenylmethylimidazole), Cl.CON (O-methylhydroxylamine hydrochloride), N1=CC=CC=C1 (pyridine). Procedure details: 2-Fluoro-4-formyl-1-triphenylmethylimidazole was reacted in EtOH with O-methylhydroxylamine hydrochloride and pyridine, to give 2-fluoro-4-methoxyimino-1-triphenylmethylimidazole, as a 3:1 mixture of geometrical isomers, having the following n.m.r. in CDCl3 : 3.87 (s, 0.75H); 3.93 (s, 0.25H); 7.05-7.5 (m, 17H). As a reaction SMILES: [F:1][C:2]1[N:3]([C:9]([C:22]2[CH:27]=[CH:26][CH:25]=[CH:24][CH:23]=2)([C:16]2[CH:21]=[CH:20][CH:19]=[CH:18][CH:17]=2)[C:10]2[CH:15]=[CH:14][CH:13]=[CH:12][CH:11]=2)[CH:4]=[C:5](C=O)[N:6]=1.Cl.[CH3:29][O:30][NH2:31].N1C=CC=CC=1>CCO>[F:1][C:2]1[N:3]([C:9]([C:10]2[CH:11]=[CH:12][CH:13]=[CH:14][CH:15]=2)([C:16]2[CH:21]=[CH:20][CH:19]=[CH:18][CH:17]=2)[C:22]2[CH:23]=[CH:24][CH:25]=[CH:26][CH:27]=2)[CH2:4][C:5](=[N:31][O:30][CH3:29])[N:6]=1 |f:1.2|. The product is FC=1N(CC(N1)=NOC)C(C1=CC=CC=C1)(C1=CC=CC=C1)C1=CC=CC=C1 (2-fluoro-4-methoxyimino-1-triphenylmethylimidazole). Reactants: [Na+], O, O=S([O-])O, c1ccncc1, C1=C(c2ccccc2)c2ccccc2C1(Cc1ccncc1)Cc1ccncc1. As a reaction SMILES: [Na+:34].[OH2:35].[S:30]([O-:31])(=[O:32])[OH:33].[cH:36]1[cH:37][cH:38][n:39][cH:40][cH:41]1.[n:1]1[cH:2][cH:3][c:4]([CH2:7][C:8]2([CH2:23][c:24]3[cH:25][cH:26][n:27][cH:28][cH:29]3)[CH:9]=[C:10]([c:17]3[cH:18][cH:19][cH:20][cH:21][cH:22]3)[c:11]3[cH:12][cH:13][cH:14][cH:15][c:16]32)[cH:5][cH:6]1>>[n:1]1[cH:2][cH:3][c:4]([CH2:7][C:8]2([CH2:23][c:24]3[cH:25][cH:26][n:27][cH:28][cH:29]3)[CH:9]([OH:31])[C:10]([c:17]3[cH:18][cH:19][cH:20][cH:21][cH:22]3)([OH:35])[c:11]3[cH:12][cH:13][cH:14][cH:15][c:16]32)[cH:5][cH:6]1. Yields the product OC1C(Cc2ccncc2)(Cc2ccncc2)c2ccccc2C1(O)c1ccccc1. As a reaction SMILES: [Cl:1][c:2]1[c:3]([C:33]([F:34])([F:35])[F:36])[cH:4][c:5]([S:8](=[O:9])(=[O:10])[N:11]([CH2:12][O:13][CH3:14])[c:15]2[c:16]([CH:22]([c:23]3[c:24]([N+:29](=[O:30])[O-:31])[cH:25][cH:26][cH:27][cH:28]3)[OH:32])[n:17][cH:18][c:19]([Cl:21])[cH:20]2)[cH:6][cH:7]1.[Cl:49][CH2:50][Cl:51].[Na+:37].[Na+:38].[Na+:48].[O-:39][S:40]([O-:41])(=[S:42])=[O:43].[O-:44][C:45]([OH:46])=[O:47]>>[Cl:1][c:2]1[c:3]([C:33]([F:34])([F:35])[F:36])[cH:4][c:5]([S:8](=[O:9])(=[O:10])[N:11]([CH2:12][O:13][CH3:14])[c:15]2[c:16]([C:22]([c:23]3[c:24]([N+:29](=[O:30])[O-:31])[cH:25][cH:26][cH:27][cH:28]3)=[O:32])[n:17][cH:18][c:19]([Cl:21])[cH:20]2)[cH:6][cH:7]1. Product: COCN(c1cc(Cl)cnc1C(=O)c1ccccc1[N+](=O)[O-])S(=O)(=O)c1ccc(Cl)c(C(F)(F)F)c1. Reactants: COCN(c1cc(Cl)cnc1C(O)c1ccccc1[N+](=O)[O-])S(=O)(=O)c1ccc(Cl)c(C(F)(F)F)c1, ClCCl, [Na+], [Na+], [Na+], O=S([O-])([O-])=S, O=C([O-])O. Reactants: CC(=O)O[BH-](OC(C)=O)OC(C)=O, O=C([O-])O, CC(=O)O, ClC(Cl)Cl, NC1CCN(CCn2c(=O)ccc3ncc(F)cc32)CC1, [Na+], [Na+], O=Cc1cnc2c(c1)OCCO2. Product: O=c1ccc2ncc(F)cc2n1CCN1CCC(NCc2cnc3c(c2)OCCO3)CC1. Reaction SMILES: [C:34]([O:35][BH-:36]([O:37][C:38](=[O:39])[CH3:40])[O:41][C:42](=[O:43])[CH3:44])(=[O:45])[CH3:46].[C:48](=[O:49])([O-:50])[OH:51].[CH3:57][C:58](=[O:59])[OH:60].[CH:53]([Cl:54])([Cl:55])[Cl:56].[NH2:1][CH:2]1[CH2:3][CH2:4][N:5]([CH2:8][CH2:9][n:10]2[c:11](=[O:21])[cH:12][cH:13][c:14]3[n:15][cH:16][c:17]([F:20])[cH:18][c:19]23)[CH2:6][CH2:7]1.[Na+:47].[Na+:52].[O:22]1[CH2:23][CH2:24][O:25][c:26]2[n:27][cH:28][c:29]([CH:32]=[O:33])[cH:30][c:31]21>>[NH:1]([CH:2]1[CH2:3][CH2:4][N:5]([CH2:8][CH2:9][n:10]2[c:11](=[O:21])[cH:12][cH:13][c:14]3[n:15][cH:16][c:17]([F:20])[cH:18][c:19]23)[CH2:6][CH2:7]1)[CH2:32][c:29]1[cH:28][n:27][c:26]2[c:31]([cH:30]1)[O:22][CH2:23][CH2:24][O:25]2. The reactants are C#C[Si](C)(C)C, C#C[Si](C)(C)C, CCCCCC, CN(C)C=O, [Cl-], [Cl-], [Cl-], CCCC1CCC(c2ccc(OS(=O)(=O)C(F)(F)F)cc2)CC1, [Li+], [Li]CCCC, C1CCOC1, O, [Pd], [Zn+2], [Zn], c1ccc(P(c2ccccc2)c2ccccc2)cc1, c1ccc(P(c2ccccc2)c2ccccc2)cc1, c1ccc(P(c2ccccc2)c2ccccc2)cc1, c1ccc(P(c2ccccc2)c2ccccc2)cc1. The product is CCCC1CCC(c2ccc(C#C[Si](C)(C)C)cc2)CC1. RXN SMILES: [C:133]([Si:134]([CH3:135])([CH3:136])[CH3:137])#[CH:138].[C:6](#[CH:7])[Si:8]([CH3:9])([CH3:10])[CH3:11].[CH3:37][CH2:38][CH2:39][CH2:40][CH2:41][CH3:42].[CH3:48][N:49]([CH3:50])[CH:51]=[O:52].[Cl-:36].[Cl-:53].[Cl-:55].[F:12][C:13]([S:14]([O:15][c:20]1[cH:21][cH:22][c:23]([CH:26]2[CH2:27][CH2:28][CH:29]([CH2:32][CH2:33][CH3:34])[CH2:30][CH2:31]2)[cH:24][cH:25]1)(=[O:16])=[O:17])([F:18])[F:19].[Li+:35].[Li:1][CH2:2][CH2:3][CH2:4][CH3:5].[O:43]1[CH2:44][CH2:45][CH2:46][CH2:47]1.[OH2:140].[Pd:56].[Zn+2:54].[Zn:139].[c:114]1([P:115]([c:116]2[cH:117][cH:118][cH:119][cH:120][cH:121]2)[c:122]2[cH:123][cH:124][cH:125][cH:126][cH:127]2)[cH:128][cH:129][cH:130][cH:131][cH:132]1.[c:57]1([P:58]([c:59]2[cH:60][cH:61][cH:62][cH:63][cH:64]2)[c:65]2[cH:66][cH:67][cH:68][cH:69][cH:70]2)[cH:71][cH:72][cH:73][cH:74][cH:75]1.[c:76]1([P:77]([c:78]2[cH:79][cH:80][cH:81][cH:82][cH:83]2)[c:84]2[cH:85][cH:86][cH:87][cH:88][cH:89]2)[cH:90][cH:91][cH:92][cH:93][cH:94]1.[c:95]1([P:96]([c:97]2[cH:98][cH:99][cH:100][cH:101][cH:102]2)[c:103]2[cH:104][cH:105][cH:106][cH:107][cH:108]2)[cH:109][cH:110][cH:111][cH:112][cH:113]1>>[C:6](#[C:7][c:20]1[cH:21][cH:22][c:23]([CH:26]2[CH2:27][CH2:28][CH:29]([CH2:32][CH2:33][CH3:34])[CH2:30][CH2:31]2)[cH:24][cH:25]1)[Si:8]([CH3:9])([CH3:10])[CH3:11]. The reactants are O=C1CCC(=O)N1Br, Nc1ccc(-c2cc(=O)c3c(N)cccc3o2)cc1, C1COCCO1. Yields the product Nc1ccc(-c2cc(=O)c3c(N)c(Br)ccc3o2)cc1. RXN SMILES: [Br:20][N:21]1[C:22](=[O:23])[CH2:24][CH2:25][C:26]1=[O:27].[NH2:1][c:2]1[cH:3][cH:4][cH:5][c:6]2[c:7]1[c:8](=[O:19])[cH:9][c:10](-[c:12]1[cH:13][cH:14][c:15]([NH2:18])[cH:16][cH:17]1)[o:11]2.[O:28]1[CH2:29][CH2:30][O:31][CH2:32][CH2:33]1>>[NH2:1][c:2]1[c:3]([Br:20])[cH:4][cH:5][c:6]2[c:7]1[c:8](=[O:19])[cH:9][c:10](-[c:12]1[cH:13][cH:14][c:15]([NH2:18])[cH:16][cH:17]1)[o:11]2. Starting materials: CC(=O)O[BH-](OC(C)=O)OC(C)=O, O=C([O-])O, CN1CCCC1=O, CC(=O)O, CC(C)c1nc(C(=O)N2CCOC3(CCNCC3)C2)cs1, O=Cc1cc(CCO)ccc1Cl, O=C(O)C(F)(F)F, [Na+], [Na+]. Product: CC(C)c1nc(C(=O)N2CCOC3(CCN(Cc4cc(CCO)ccc4Cl)CC3)C2)cs1. As a reaction SMILES: [C:41]([O:42][BH-:43]([O:44][C:45](=[O:46])[CH3:47])[O:48][C:49](=[O:50])[CH3:51])(=[O:52])[CH3:53].[C:55](=[O:56])([OH:57])[O-:58].[CH3:60][N:61]1[CH2:62][CH2:63][CH2:64][C:65]1=[O:66].[CH3:67][C:68](=[O:69])[OH:70].[CH:8]([CH3:9])([CH3:10])[c:11]1[s:12][cH:13][c:14]([C:16](=[O:17])[N:18]2[CH2:19][CH2:20][O:21][C:22]3([CH2:23]2)[CH2:24][CH2:25][NH:26][CH2:27][CH2:28]3)[n:15]1.[Cl:29][c:30]1[c:31]([CH:32]=[O:33])[cH:34][c:35]([CH2:38][CH2:39][OH:40])[cH:36][cH:37]1.[F:1][C:2]([F:3])([F:4])[C:5]([OH:6])=[O:7].[Na+:54].[Na+:59]>>[CH:8]([CH3:9])([CH3:10])[c:11]1[s:12][cH:13][c:14]([C:16](=[O:17])[N:18]2[CH2:19][CH2:20][O:21][C:22]3([CH2:23]2)[CH2:24][CH2:25][N:26]([CH2:32][c:31]2[c:30]([Cl:29])[cH:37][cH:36][c:35]([CH2:38][CH2:39][OH:40])[cH:34]2)[CH2:27][CH2:28]3)[n:15]1.